This data is from the Open Reaction Database (ORD), a public repository of structured organic reaction records. The task is: describe an organic reaction: reactants, conditions, products, and yield Starting materials: [H-].[Al+3].[Li+].[H-].[H-].[H-] (lithium aluminium hydride), CSC=1C=NC=C(C(=O)OC)C1 (Methyl 5-methylsulphanylnicotinate), [Cl-].[NH4+] (ammonium chloride). Solvent: O (water), C(C)OCC (diethyl ether). Conditions: time 90 minute. The product is CSC=1C=C(C=NC1)CO (5-(Methylsulphanyl)pyridine-3-methanol). The yield is 7.0%. As a reaction SMILES: [CH3:1][S:2][C:3]1[CH:4]=[N:5][CH:6]=[C:7]([CH:12]=1)[C:8](OC)=[O:9].[H-].[Al+3].[Li+].[H-].[H-].[H-].[Cl-].[NH4+]>C(OCC)C.O>[CH3:1][S:2][C:3]1[CH:12]=[C:7]([CH2:8][OH:9])[CH:6]=[N:5][CH:4]=1 |f:1.2.3.4.5.6,7.8|. Procedure: Methyl 5-methylsulphanylnicotinate (916 mg, 5 mmol) is dissolved in 150 mL of diethyl ether, admixed at 0° C. with lithium aluminium hydride (660 mg, 18 mmol) and subsequently stirred at room temperature for 90 minutes. The reaction is discontinued by addition of 10% ammonium chloride solution at 0° C. The batch is diluted with water and the aqueous phase is extracted with ether. Drying of the organic phase over sodium sulphate, concentrating the solvent and also chromatographic purification of ... The reactants are C1CCOC1, CC(C)(C)OC(=O)C1CCCN1C(=O)C(O)(c1cccnc1)c1cccc(Cl)c1, Cl. The product is O=C(O)C1CCCN1C(=O)C(O)(c1cccnc1)c1cccc(Cl)c1. RXN SMILES: [CH2:31]1[O:32][CH2:33][CH2:34][CH2:35]1.[Cl:1][c:2]1[cH:3][c:4]([C:8]([C:9](=[O:10])[N:11]2[CH:12]([C:13](=[O:14])[O:15][C:16]([CH3:17])([CH3:18])[CH3:19])[CH2:20][CH2:21][CH2:22]2)([c:23]2[cH:24][n:25][cH:26][cH:27][cH:28]2)[OH:29])[cH:5][cH:6][cH:7]1.[ClH:30]>>[Cl:1][c:2]1[cH:3][c:4]([C:8]([C:9](=[O:10])[N:11]2[CH:12]([C:13](=[O:14])[OH:15])[CH2:20][CH2:21][CH2:22]2)([c:23]2[cH:24][n:25][cH:26][cH:27][cH:28]2)[OH:29])[cH:5][cH:6][cH:7]1. Starting materials: COC(CC1=CC=C(C=C1)OC(COC1=CC=C(C=C1)Cl)C)=O (methyl{p-[2-(p-chlorophenoxy)-1-methylethoxy]phenyl}acetate), BrN1C(CCC1=O)=O (N-bromosuccinimide). Run in C(Cl)(Cl)(Cl)Cl (carbon tetrachloride). Product: BrC(C(=O)OC)C1=CC=C(C=C1)OC(COC1=CC=C(C=C1)Cl)C (Methyl bromo{p-[2-(p-chlorophenoxy)-1-methylethoxy]phenyl}acetate). Isolated yield 97.1%. Reaction SMILES: [CH3:1][O:2][C:3](=[O:23])[CH2:4][C:5]1[CH:10]=[CH:9][C:8]([O:11][CH:12]([CH3:22])[CH2:13][O:14][C:15]2[CH:20]=[CH:19][C:18]([Cl:21])=[CH:17][CH:16]=2)=[CH:7][CH:6]=1.[Br:24]N1C(=O)CCC1=O>C(Cl)(Cl)(Cl)Cl>[Br:24][CH:4]([C:5]1[CH:6]=[CH:7][C:8]([O:11][CH:12]([CH3:22])[CH2:13][O:14][C:15]2[CH:16]=[CH:17][C:18]([Cl:21])=[CH:19][CH:20]=2)=[CH:9][CH:10]=1)[C:3]([O:2][CH3:1])=[O:23]. Reported procedure: A mixture of 10.0 g of methyl{p-[2-(p-chlorophenoxy)-1-methylethoxy]phenyl}acetate, 5.87 g of N-bromosuccinimide and 120 ml of carbon tetrachloride is stirred and refluxed for 5 days. The mixture is cooled, filtered and the filtrate is passed through a short column of silica gel (125 ml cuts). The first two cuts are combined and the solvent removed to give 12.0 g of colorless gum. Starting materials: CCCCCCCn1ccnc1, Cc1cccc(C)c1NS(=O)(=O)CCCCl, O. The product is CCCCCCCn1cc[n+](CCCS(=O)(=O)Nc2c(C)cccc2C)c1, [Cl-]. Reaction SMILES: [CH2:1]([CH2:2][CH2:3][CH2:4][CH2:5][CH2:6][CH3:7])[n:8]1[cH:9][n:10][cH:11][cH:12]1.[Cl:13][CH2:14][CH2:15][CH2:16][S:17](=[O:18])(=[O:19])[NH:20][c:21]1[c:22]([CH3:28])[cH:23][cH:24][cH:25][c:26]1[CH3:27].[OH2:29]>>[CH2:1]([CH2:2][CH2:3][CH2:4][CH2:5][CH2:6][CH3:7])[n:8]1[cH:9][n+:10]([CH2:14][CH2:15][CH2:16][S:17](=[O:18])(=[O:19])[NH:20][c:21]2[c:22]([CH3:28])[cH:23][cH:24][cH:25][c:26]2[CH3:27])[cH:11][cH:12]1.[Cl-:13]. The reactants are OC=1C=C(CO)C=CC1 (3-hydroxybenzyl alcohol), [OH-].[Na+] (NaOH), BrCCOC (1-bromo-2-methoxyethane). The solvent is O (water), C(C)O (ethanol). The product is COCCOC=1C=C(C=CC1)CO ((3-(2-methoxyethoxy)phenyl)methanol). RXN SMILES: [OH:1][C:2]1[CH:3]=[C:4]([CH:7]=[CH:8][CH:9]=1)[CH2:5][OH:6].[OH-].[Na+].Br[CH2:13][CH2:14][O:15][CH3:16]>C(O)C.O>[CH3:16][O:15][CH2:14][CH2:13][O:1][C:2]1[CH:3]=[C:4]([CH2:5][OH:6])[CH:7]=[CH:8][CH:9]=1 |f:1.2|. Reported procedure: To a solution of 3-hydroxybenzyl alcohol (27A) (12.41 g, 100 mmol) in ethanol (150 mL) was added aqueous NaOH (10 N, 10 mL), followed by 1-bromo-2-methoxyethane (27B) (13.9 g). The reaction mixture was heated to reflux overnight. Then the reaction mixture was allowed to cool to RT, and diluted with water. The mixture was subsequently extracted with CH2Cl2, and the combined organic phase was dried with anhydrous MgSO4 filtered, and concentrated in vacuum to give the product (27C) a yellow oil, wh...